This data is from the Open Reaction Database (ORD), a public repository of structured organic reaction records. The task is: describe an organic reaction: reactants, conditions, products, and yield Reaction SMILES: Br[C:2]1[CH:3]=[N:4][CH:5]=[C:6]([CH:9]=1)[CH:7]=[O:8].[C:10]([C:12]1[CH:17]=[CH:16][CH:15]=[CH:14][CH:13]=1)#[CH:11].C1(P(C2C=CC=CC=2)C2C=CC=CC=2)C=CC=CC=1>C(N(CC)CC)C.Cl[Pd](Cl)([P](C1C=CC=CC=1)(C1C=CC=CC=1)C1C=CC=CC=1)[P](C1C=CC=CC=1)(C1C=CC=CC=1)C1C=CC=CC=1.[Cu]I>[C:12]1([C:10]#[C:11][C:2]2[CH:3]=[N:4][CH:5]=[C:6]([CH:9]=2)[CH:7]=[O:8])[CH:17]=[CH:16][CH:15]=[CH:14][CH:13]=1 |^1:46,65|. Product: C1(=CC=CC=C1)C#CC=1C=NC=C(C=O)C1 (5-(Phenylethynyl)nicotinaldehyde). Procedure: A solution of 5-bromonicotinaldehyde (15 g, 81 mmol) and ethynylbenzene (9.74 mL, 89 mmol) in triethylamine (150 mL) was purged with nitrogen for 30 min. The reaction was treated with triphenylphosphine (0.656 g, 2.50 mmol), and purged 10 minutes longer. To this was added bis(triphenylphosphine)palladium dichloride (0.147 g, 0.210 mmol) and copper(I) iodide (0.032 g, 0.169 mmol). After purging 10 min longer, the reaction was warmed to a gentle reflux. The reaction was heated at reflux for 24 h. ... The solvent is C(C)N(CC)CC (triethylamine). Reactants: BrC=1C=NC=C(C=O)C1 (5-bromonicotinaldehyde), C(#C)C1=CC=CC=C1 (ethynylbenzene), C1(=CC=CC=C1)P(C1=CC=CC=C1)C1=CC=CC=C1 (triphenylphosphine). Reagents/catalysts: Cl[Pd]([P](C1=CC=CC=C1)(C2=CC=CC=C2)C3=CC=CC=C3)([P](C4=CC=CC=C4)(C5=CC=CC=C5)C6=CC=CC=C6)Cl (bis(triphenylphosphine)palladium dichloride), [Cu]I (copper(I) iodide). Reactants: CSc1nc(N2CCOCC2)c2cc(CN3CCN(S(C)(=O)=O)CC3)sc2n1, COCCOC, CCOC(C)=O, CSC, [Cu]Br, CCCC[Sn](CCCC)(CCCC)c1cncc(-c2ccccc2)c1, c1ccc(P(c2ccccc2)(c2ccccc2)[Pd](P(c2ccccc2)(c2ccccc2)c2ccccc2)(P(c2ccccc2)(c2ccccc2)c2ccccc2)P(c2ccccc2)(c2ccccc2)c2ccccc2)cc1. The product is CS(=O)(=O)N1CCN(Cc2cc3c(N4CCOCC4)nc(-c4cncc(-c5ccccc5)c4)nc3s2)CC1. Reaction SMILES: [CH3:1][S:2](=[O:3])(=[O:4])[N:5]1[CH2:6][CH2:7][N:8]([CH2:11][c:12]2[cH:13][c:14]3[c:15]([n:16][c:17]([S:26][CH3:27])[n:18][c:19]3[N:20]3[CH2:21][CH2:22][O:23][CH2:24][CH2:25]3)[s:28]2)[CH2:9][CH2:10]1.[CH3:54][O:55][CH2:56][CH2:57][O:58][CH3:59].[CH3:60][CH2:61][O:62][C:63](=[O:64])[CH3:65].[CH3:66][S:67][CH3:68].[Cu:69][Br:70].[c:29]1(-[c:35]2[cH:36][n:37][cH:38][c:39]([Sn:41]([CH2:42][CH2:43][CH2:44][CH3:45])([CH2:46][CH2:47][CH2:48][CH3:49])[CH2:50][CH2:51][CH2:52][CH3:53])[cH:40]2)[cH:30][cH:31][cH:32][cH:33][cH:34]1.[cH:71]1[cH:72][cH:73][c:74]([P:75]([Pd:76]([P:77]([c:78]2[cH:79][cH:80][cH:81][cH:82][cH:83]2)([c:84]2[cH:85][cH:86][cH:87][cH:88][cH:89]2)[c:90]2[cH:91][cH:92][cH:93][cH:94][cH:95]2)([P:96]([c:97]2[cH:98][cH:99][cH:100][cH:101][cH:102]2)([c:103]2[cH:104][cH:105][cH:106][cH:107][cH:108]2)[c:109]2[cH:110][cH:111][cH:112][cH:113][cH:114]2)[P:115]([c:116]2[cH:117][cH:118][cH:119][cH:120][cH:121]2)([c:122]2[cH:123][cH:124][cH:125][cH:126][cH:127]2)[c:128]2[cH:129][cH:130][cH:131][cH:132][cH:133]2)([c:134]2[cH:135][cH:136][cH:137][cH:138][cH:139]2)[c:140]2[cH:141][cH:142][cH:143][cH:144][cH:145]2)[cH:146][cH:147]1>>[CH3:1][S:2](=[O:3])(=[O:4])[N:5]1[CH2:6][CH2:7][N:8]([CH2:11][c:12]2[cH:13][c:14]3[c:15]([n:16][c:17](-[c:39]4[cH:38][n:37][cH:36][c:35](-[c:29]5[cH:30][cH:31][cH:32][cH:33][cH:34]5)[cH:40]4)[n:18][c:19]3[N:20]3[CH2:21][CH2:22][O:23][CH2:24][CH2:25]3)[s:28]2)[CH2:9][CH2:10]1. The reactants are CC(=O)O[BH-](OC(C)=O)OC(C)=O, CC(C)=O, COC(=O)CC1NCc2ccccc21, CC(Cl)Cl, [Na+], [Na+], [OH-]. Yields the product COC(=O)CC1c2ccccc2CN1C(C)C. RXN SMILES: [C:19]([O:20][BH-:21]([O:22][C:23](=[O:24])[CH3:25])[O:26][C:27](=[O:28])[CH3:29])(=[O:30])[CH3:31].[CH3:15][C:16]([CH3:17])=[O:18].[CH3:1][O:2][C:3]([CH2:4][CH:5]1[NH:6][CH2:7][c:8]2[cH:9][cH:10][cH:11][cH:12][c:13]21)=[O:14].[Cl:33][CH:34]([Cl:35])[CH3:36].[Na+:32].[Na+:38].[OH-:37]>>[CH3:1][O:2][C:3]([CH2:4][CH:5]1[N:6]([CH:16]([CH3:15])[CH3:17])[CH2:7][c:8]2[cH:9][cH:10][cH:11][cH:12][c:13]21)=[O:14]. Starting materials: C(#N)C=1C=C(C(=O)OC)C=CC1O (methyl 3-cyano-4-hydroxybenzoate), BrCC1CC1 ((bromomethyl)cyclopropane), C([O-])([O-])=O.[K+].[K+] (potassium carbonate). Solvent: CN(C=O)C (N,N-dimethylformamide). Product: C(#N)C=1C=C(C(=O)OC)C=CC1OCC1CC1 (Methyl 3-cyano-4-[(cyclopropylmethyl)oxy]benzoate). Yield: 47.3%. Reaction SMILES: [C:1]([C:3]1[CH:4]=[C:5]([CH:10]=[CH:11][C:12]=1[OH:13])[C:6]([O:8][CH3:9])=[O:7])#[N:2].Br[CH2:15][CH:16]1[CH2:18][CH2:17]1.C(=O)([O-])[O-].[K+].[K+]>CN(C)C=O>[C:1]([C:3]1[CH:4]=[C:5]([CH:10]=[CH:11][C:12]=1[O:13][CH2:15][CH:16]1[CH2:18][CH2:17]1)[C:6]([O:8][CH3:9])=[O:7])#[N:2] |f:2.3.4|. Reported procedure: A mixture of methyl 3-cyano-4-hydroxybenzoate (D22; 120 mg, 0.677 mmol), (bromomethyl)cyclopropane (Aldrich; 0.099 ml, 1.016 mmol), and potassium carbonate (140 mg, 1.016 mmol) in dry N,N-dimethylformamide (DMF) (2 ml) was heated under microwave irradiation at 150° for 90 mins. The cooled mixture was partitioned between water (30 ml) and ethyl acetate (3×25 ml), and the organic layer was washed with 50:50 brine:water and brine, dried (MgSO4) and evaporated in vacuo to give a light brown crystall... The product is [N-]=[N+]=NCc1cc(C(Cl)=C(Cl)Cl)cc(C(Cl)=C(Cl)Cl)c1. The reactants are CCO, ClC(Cl)=C(Cl)c1cc(CBr)cc(C(Cl)=C(Cl)Cl)c1, [N-]=[N+]=[N-], [Na+]. RXN SMILES: [CH3:23][CH2:24][OH:25].[Cl:1][C:2](=[C:3]([Cl:4])[Cl:5])[c:6]1[cH:7][c:8]([CH2:9][Br:10])[cH:11][c:12]([C:14](=[C:15]([Cl:16])[Cl:17])[Cl:18])[cH:13]1.[N-:20]=[N+:21]=[N-:22].[Na+:19]>>[Cl:1][C:2](=[C:3]([Cl:4])[Cl:5])[c:6]1[cH:7][c:8]([CH2:9][N:20]=[N+:21]=[N-:22])[cH:11][c:12]([C:14](=[C:15]([Cl:16])[Cl:17])[Cl:18])[cH:13]1. Reactants: ClC=1N=C(C2=C(N1)NC=C2I)Cl (2,4-dichloro-5-iodo-7H-pyrrolo[2,3-d]pyrimidine), C[Si](C)(C)CCOCCl (SEM-Cl), [NH4+].[Cl-] (NH4Cl), [H-].[Na+] (sodium hydride). Run in CN(C)C=O (DMF), O (water), C(Cl)Cl (DCM). Run at temperature 2.5 celsius, time 16 hour. Product: ClC=1N=C(C2=C(N1)N(C=C2I)COCC[Si](C)(C)C)Cl (2,4-Dichloro-5-iodo-7-((2-(trimethylsilyl)ethoxy)methyl)-7H-pyrrolo[2,3-d]pyrimidine). Yield: 54.1%. As a reaction SMILES: [Cl:1][C:2]1[N:3]=[C:4]([Cl:12])[C:5]2[C:10]([I:11])=[CH:9][NH:8][C:6]=2[N:7]=1.[CH3:13][Si:14]([CH2:17][CH2:18][O:19][CH2:20]Cl)([CH3:16])[CH3:15].[H-].[Na+].[NH4+].[Cl-]>O.C(Cl)Cl.CN(C=O)C>[Cl:1][C:2]1[N:3]=[C:4]([Cl:12])[C:5]2[C:10]([I:11])=[CH:9][N:8]([CH2:20][O:19][CH2:18][CH2:17][Si:14]([CH3:16])([CH3:15])[CH3:13])[C:6]=2[N:7]=1 |f:2.3,4.5|. Procedure details: A 50-L jacketed reactor was flushed with nitrogen and charged with 2,4-dichloro-5-iodo-7H-pyrrolo[2,3-d]pyrimidine (1437 g, 4578 mmol), anhydrous DMF (5.75 L) and SEM-Cl (1145 g, 6867 mmol). The reaction solution was cooled to 0-5° C. and treated with sodium hydride (60% dispersion in mineral oil, 275 g, 6867 mmol) portion wise over 2 h. The mixture was allowed to warm to room temperature over 1 h, after which time TLC analysis indicated complete reaction. The reaction mixture was treated with s...